From a dataset of the Open Reaction Database (ORD), a public repository of structured organic reaction records. describe an organic reaction: reactants, conditions, products, and yield Reactants: ClC=1C=C(OC=2C(=NN(C2CO)CCNC(OC(C)(C)C)=O)CC)C=C(C1)Cl (tert-Butyl 2-[4-(3,5-dichlorophenoxy)-3-ethyl-5-(hydroxymethyl)-1H-pyrazol-1-yl]ethylcarbamate), C(C)I (ethyl iodide). The reagents and catalysts are [Ag-]=O (Silver(I) oxide). Reaction conditions: temperature 40 celsius. Product: ClC=1C=C(OC=2C(=NN(C2COCC)CCNC(OC(C)(C)C)=O)CC)C=C(C1)Cl (tert-Butyl 2-[4-(3,5-dichlorophenoxy)-5-(ethoxymethyl)-3-ethyl-1H-pyrazol-1-yl]ethylcarbamate). RXN SMILES: [Cl:1][C:2]1[CH:3]=[C:4]([CH:25]=[C:26]([Cl:28])[CH:27]=1)[O:5][C:6]1[C:7]([CH2:23][CH3:24])=[N:8][N:9]([CH2:13][CH2:14][NH:15][C:16](=[O:22])[O:17][C:18]([CH3:21])([CH3:20])[CH3:19])[C:10]=1[CH2:11][OH:12].[CH2:29](I)[CH3:30]>[Ag-]=O>[Cl:1][C:2]1[CH:3]=[C:4]([CH:25]=[C:26]([Cl:28])[CH:27]=1)[O:5][C:6]1[C:7]([CH2:23][CH3:24])=[N:8][N:9]([CH2:13][CH2:14][NH:15][C:16](=[O:22])[O:17][C:18]([CH3:20])([CH3:21])[CH3:19])[C:10]=1[CH2:11][O:12][CH2:29][CH3:30]. Procedure: Silver(I) oxide (210 mg, 0.900 mmol) was added in one portion to a stirred solution of the alcohol of Example 135 (129 mg, 0.300 mmol) in ethyl iodide (1.75 ml) at room temperature under nitrogen. The reaction was heated at 40° C. for 1 day and then cooled to room temperature. The mixture was filtered and the residual solid was washed with dichloromethane (10 ml). The filtrate was concentrated under reduced pressure. The crude product was purified by flash chromatography on silica gel eluting wi... Procedure details: The product is produced as described in example 18 from 13.5 g of 7-[3-(4-chlorophenyl)-2-oxo-4-phenyl-4-imidazolin-1-yl] enanthic acid ethel ester, 1.28 g of NaOH in 60 cc. of ethanol. The product is ClC1=CC=C(C=C1)N1C(N(C=C1C1=CC=CC=C1)C(CC(=O)O)CCCC)=O (3-(4-Chlorophenyl-2-oxo-4-phenyl-4-imidazolin-1-yl] enanthic acid). Starting materials: ClC1=CC=C(C=C1)N1C(N(C=C1C1=CC=CC=C1)CCCCCCC(=O)O)=O (7-[3-(4-chlorophenyl)-2-oxo-4-phenyl-4-imidazolin-1-yl] enanthic acid), [OH-].[Na+] (NaOH), C(C)O (ethanol). As a reaction SMILES: [Cl:1][C:2]1[CH:7]=[CH:6][C:5]([N:8]2[C:12]([C:13]3[CH:18]=[CH:17][CH:16]=[CH:15][CH:14]=3)=[CH:11][N:10]([CH2:19][CH2:20][CH2:21][CH2:22][CH2:23]CC(O)=O)[C:9]2=[O:28])=[CH:4][CH:3]=1.[OH-:29].[Na+].[CH2:31]([OH:33])[CH3:32]>>[Cl:1][C:2]1[CH:3]=[CH:4][C:5]([N:8]2[C:12]([C:13]3[CH:18]=[CH:17][CH:16]=[CH:15][CH:14]=3)=[CH:11][N:10]([CH:19]([CH2:20][CH2:21][CH2:22][CH3:23])[CH2:32][C:31]([OH:29])=[O:33])[C:9]2=[O:28])=[CH:6][CH:7]=1 |f:1.2|. The reactants are C(C)(=O)OCC (ethyl acetate), C(C)(C)(C)OC(=O)NC1=CC=C(C2=CC=CC=C12)O (N-tertbutyloxycarbonyl-4-amino-1-naphthol), C([O-])([O-])=O.[K+].[K+] (potassium carbonate), BrCC#N (bromoacetonitrile). Solvent: CN(C=O)C (dimethylformamide). The product is C(C)(C)(C)OC(NC1=CC=C(C2=CC=CC=C12)OCC#N)=O ((4-cyanomethoxynaphthalen-1-yl)-carbamic acid tert-butyl ester). Yield: 98.3%. RXN SMILES: [C:1]([O:5][C:6]([NH:8][C:9]1[C:18]2[C:13](=[CH:14][CH:15]=[CH:16][CH:17]=2)[C:12]([OH:19])=[CH:11][CH:10]=1)=[O:7])([CH3:4])([CH3:3])[CH3:2].C(=O)([O-])[O-].[K+].[K+].Br[CH2:27][C:28]#[N:29].C(OCC)(=O)C>CN(C)C=O>[C:1]([O:5][C:6](=[O:7])[NH:8][C:9]1[C:18]2[C:13](=[CH:14][CH:15]=[CH:16][CH:17]=2)[C:12]([O:19][CH2:27][C:28]#[N:29])=[CH:11][CH:10]=1)([CH3:4])([CH3:2])[CH3:3] |f:1.2.3|. Procedure: N-tertbutyloxycarbonyl-4-amino-1-naphthol (1.0 g, 3.86 mmol), potassium carbonate (1.06 g, 7.7 mmol) and bromoacetonitrile (0.4 ml, 5.8 mmol) in anhydrous dimethylformamide (10 ml) are stirred at room temperature for 5 hours. The mixture is poured into ethyl acetate (100 ml) and washed with water (2×100 ml). The organic layer is then dried over anhydrous sodium sulfate and evaporated to dryness to give (4-cyanomethoxynaphthalen-1-yl)-carbamic acid tert-butyl ester as a red brown solid (1.132 g).... The reactants are CC1(OC(NC2=C1C=C(C=C2)C2=CC=C(N2)C#N)=O)C (5-(4,4-Dimethyl-2-oxo-1,4-dihydro-2H-3,1-benzoxazin-6-yl)-1H-pyrrol-2-carbonitrile), C(C)(C)(C)OC(CBr)=O (tert-butylbromoacetate). Yields the product C(C)(C)(C)OC(CN1C(=CC=C1C=1C=CC2=C(C(OC(N2)=O)(C)C)C1)C#N)=O (tert-butyl[2-cyano-5-(4,4-dimethyl-2-oxo-1,4-dihydro-2H-3,1-benzoxazin-6-yl)-1H-pyrrol-1-yl]acetate). RXN SMILES: [CH3:1][C:2]1([CH3:20])[C:7]2[CH:8]=[C:9]([C:12]3[NH:16][C:15]([C:17]#[N:18])=[CH:14][CH:13]=3)[CH:10]=[CH:11][C:6]=2[NH:5][C:4](=[O:19])[O:3]1.[C:21]([O:25][C:26](=[O:29])[CH2:27]Br)([CH3:24])([CH3:23])[CH3:22]>>[C:21]([O:25][C:26](=[O:29])[CH2:27][N:16]1[C:12]([C:9]2[CH:10]=[CH:11][C:6]3[NH:5][C:4](=[O:19])[O:3][C:2]([CH3:20])([CH3:1])[C:7]=3[CH:8]=2)=[CH:13][CH:14]=[C:15]1[C:17]#[N:18])([CH3:24])([CH3:23])[CH3:22]. Procedure: 5-(4,4-Dimethyl-2-oxo-1,4-dihydro-2H-3,1-benzoxazin-6-yl)-1H-pyrrol-2-carbonitrile (5.4 g, 20 mmol) and tert-butylbromoacetate (4.64 g, 22 mmol) were reacted, according to General Method A, to afford the title compound, m.p. 188-190° C. (3 g, 40%). 1H-NMR (DMSO-d6) δ 1.35 (s, 9H), 1.62 (s, 6H), 4.8 (s, 2H), 6.35 (d, J=4.3 Hz, 1H), 6.98 (d, J=8.1 Hz, 1H), 7.09 (d, J=4.3 Hz, 1H), 7.26 (m, 2H), 10.42 (s, 1H), MS (APCI (−)) m/z 380 (M−H)− The reactants are O=C1[C@H]2N(C3=C(N1)C=C(C=N3)C(=O)OC)CCC2 ((S)-methyl 6-oxo-5,6,6a,7,8,9-hexahydropyrido[3,2-e]pyrrolo[1,2-a]pyrazine-3-carboxylate), [H-].[Na+] (sodium hydride), [H-].[H-].[H-].[H-].[Li+].[Al+3] (LiAlH4). Solvent: C1CCOC1 (THF). Reaction conditions: time 1 hour. Product: OCC1=CC=2NC([C@H]3N(C2N=C1)CCC3)=O ((S)-3-(hydroxymethyl)-6a,7,8,9-tetrahydropyrido[3,2-e]pyrrolo[1,2-a]pyrazin-6(5H)-one). The yield is 112.9%. As a reaction SMILES: [O:1]=[C:2]1[NH:7][C:6]2[CH:8]=[C:9]([C:12](OC)=[O:13])[CH:10]=[N:11][C:5]=2[N:4]2[CH2:16][CH2:17][CH2:18][C@@H:3]12.[H-].[Na+].[H-].[H-].[H-].[H-].[Li+].[Al+3]>C1COCC1>[OH:13][CH2:12][C:9]1[CH:10]=[N:11][C:5]2[N:4]3[CH2:16][CH2:17][CH2:18][C@H:3]3[C:2](=[O:1])[NH:7][C:6]=2[CH:8]=1 |f:1.2,3.4.5.6.7.8|. Procedure details: (S)-methyl 6-oxo-5,6,6a,7,8,9-hexahydropyrido[3,2-e]pyrrolo[1,2-a]pyrazine-3-carboxylate (3.00 g, 10.5 mmol) was suspended in THF and sodium hydride (60% suspension in mineral oil, 0.712 g, 17.8 mmol) was added under nitrogen atmosphere. The reaction mixture was stirred at room temperature for 1 h and cooled to −78° C. LiAlH4 (2M in THF, 12.5 mL, 25 mmol) was added dropwise over 5 min and the reaction mixture was allowed to warm to −40° C. and kept at −40-(−20)° C. for 3 h. The reaction mixture ... The product is NCCC(O)(c1ccccc1)c1ccccc1. RXN SMILES: [Al+3:19].[CH3:27][CH2:28][O:29][CH2:30][CH3:31].[H-:18].[H-:21].[H-:22].[H-:23].[Li+:20].[Na+:26].[OH-:25].[OH2:24].[OH:1][C:2]([CH2:3][C:4]#[N:5])([c:6]1[cH:7][cH:8][cH:9][cH:10][cH:11]1)[c:12]1[cH:13][cH:14][cH:15][cH:16][cH:17]1>>[OH:1][C:2]([CH2:3][CH2:4][NH2:5])([c:6]1[cH:7][cH:8][cH:9][cH:10][cH:11]1)[c:12]1[cH:13][cH:14][cH:15][cH:16][cH:17]1. Reactants: [Al+3], CCOCC, [H-], [H-], [H-], [H-], [Li+], [Na+], [OH-], O, N#CCC(O)(c1ccccc1)c1ccccc1.